This data is from the Open Reaction Database (ORD), a public repository of structured organic reaction records. The task is: describe an organic reaction: reactants, conditions, products, and yield Starting materials: C1CCNCC1, Cc1ccccc1, COC(=O)c1ccc(OCCOc2ccc(C=O)cc2)cc1, O=C(O)c1ccccc1, O=C1CSC(=O)N1. The product is COC(=O)c1ccc(OCCOc2ccc(C=C3SC(=O)NC3=O)cc2)cc1. As a reaction SMILES: [CH2:39]1[CH2:40][CH2:41][NH:42][CH2:43][CH2:44]1.[CH3:45][c:46]1[cH:47][cH:48][cH:49][cH:50][cH:51]1.[CH:1](=[O:2])[c:3]1[cH:4][cH:5][c:6]([O:7][CH2:8][CH2:9][O:10][c:11]2[cH:12][cH:13][c:14]([C:15](=[O:16])[O:17][CH3:18])[cH:19][cH:20]2)[cH:21][cH:22]1.[OH:30][C:31]([c:32]1[cH:33][cH:34][cH:35][cH:36][cH:37]1)=[O:38].[S:23]1[C:24](=[O:29])[NH:25][C:26](=[O:28])[CH2:27]1>>[CH:1]([c:3]1[cH:4][cH:5][c:6]([O:7][CH2:8][CH2:9][O:10][c:11]2[cH:12][cH:13][c:14]([C:15](=[O:16])[O:17][CH3:18])[cH:19][cH:20]2)[cH:21][cH:22]1)=[C:27]1[S:23][C:24](=[O:29])[NH:25][C:26]1=[O:28]. The reactants are O1CCOCC1 (dioxane), FC(C=1C(=NC=CC1)S(=O)(=O)NC(OC)=O)(F)F (methyl N-(3-trifluoromethylpyridine-2-sulfonyl)carbamate), CC1=NNC(C1)(C1=CC=CC=C1)C (3,5-dimethyl-5-phenyl-2-pyrazoline). Solvent: N1=CC=CC=C1 (pyridine). Conditions: time 1 hour. Yields the product FC(C=1C(=NC=CC1)S(=O)(=O)NC(=O)N1N=C(CC1(C1=CC=CC=C1)C)C)(F)F (1-(3-trifluoromethylpyridine-2-sulfonylcarbamoyl)-3,5-dimethyl-5-phenyl-2-pyrazoline). The yield is 86.0%. Reaction SMILES: O1CCOCC1.[F:7][C:8]([F:24])([F:23])[C:9]1[C:10]([S:15]([NH:18][C:19](=[O:22])OC)(=[O:17])=[O:16])=[N:11][CH:12]=[CH:13][CH:14]=1.[CH3:25][C:26]1[CH2:30][C:29]([CH3:37])([C:31]2[CH:36]=[CH:35][CH:34]=[CH:33][CH:32]=2)[NH:28][N:27]=1>N1C=CC=CC=1>[F:23][C:8]([F:7])([F:24])[C:9]1[C:10]([S:15]([NH:18][C:19]([N:28]2[C:29]([CH3:37])([C:31]3[CH:32]=[CH:33][CH:34]=[CH:35][CH:36]=3)[CH2:30][C:26]([CH3:25])=[N:27]2)=[O:22])(=[O:16])=[O:17])=[N:11][CH:12]=[CH:13][CH:14]=1. Procedure details: A dry dioxane (10 ml) solution containing methyl N-(3-trifluoromethylpyridine-2-sulfonyl)carbamate (0.43 g, 1.5 mmol), 3,5-dimethyl-5-phenyl-2-pyrazoline (0.52 g, 3.0 mmol) and pyridine (0.45 g) was refluxed under heating and stirring for one hour. After cooling the mixture, the solvent was distilled off under reduced pressure, and the residue was stirred together with ethyl ether. Precipitated crystals were collected by filtration and then thoroughly washed with ethyl ether, and the crystals we... Starting materials: COC(=O)c1ccc(CBr)cc1, COc1ccc(S(=O)(=O)NC(C(=O)OC(C)(C)C)C(C)C)cc1, O=C([O-])[O-], CC#N, [Cs+], [Cs+]. Yields the product COC(=O)c1ccc(CN(C(C(=O)OC(C)(C)C)C(C)C)S(=O)(=O)c2ccc(OC)cc2)cc1. Reaction SMILES: [Br:30][CH2:31][c:32]1[cH:33][cH:34][c:35]([C:36](=[O:37])[O:38][CH3:39])[cH:40][cH:41]1.[C:1]([CH3:2])([CH3:3])([CH3:4])[O:5][C:6]([CH:7]([CH:8]([CH3:9])[CH3:10])[NH:11][S:12](=[O:13])(=[O:14])[c:15]1[cH:16][cH:17][c:18]([O:21][CH3:22])[cH:19][cH:20]1)=[O:23].[C:24](=[O:25])([O-:26])[O-:27].[CH3:42][C:43]#[N:44].[Cs+:28].[Cs+:29]>>[C:1]([CH3:2])([CH3:3])([CH3:4])[O:5][C:6]([CH:7]([CH:8]([CH3:9])[CH3:10])[N:11]([S:12](=[O:13])(=[O:14])[c:15]1[cH:16][cH:17][c:18]([O:21][CH3:22])[cH:19][cH:20]1)[CH2:31][c:32]1[cH:33][cH:34][c:35]([C:36](=[O:37])[O:38][CH3:39])[cH:40][cH:41]1)=[O:23]. Starting materials: COC(=O)NC(C(=O)NCCN(C)C1CN(Cc2ccccc2)CC1N(CCC(C)C)S(=O)(=O)c1ccc([N+](=O)[O-])cc1)C(c1ccccc1)c1ccccc1, CC(Cl)OC(=O)Cl, ClCCCl. Yields the product COC(=O)NC(C(=O)NCCN(C)C1CNCC1N(CCC(C)C)S(=O)(=O)c1ccc([N+](=O)[O-])cc1)C(c1ccccc1)c1ccccc1. RXN SMILES: [CH2:1]([c:2]1[cH:3][cH:4][cH:5][cH:6][cH:7]1)[N:8]1[CH2:9][CH:10]([N:31]([CH2:32][CH2:33][NH:34][C:35]([CH:36]([NH:37][C:38](=[O:39])[O:40][CH3:41])[CH:42]([c:43]2[cH:44][cH:45][cH:46][cH:47][cH:48]2)[c:49]2[cH:50][cH:51][cH:52][cH:53][cH:54]2)=[O:55])[CH3:56])[CH:11]([N:13]([S:14](=[O:15])(=[O:16])[c:17]2[cH:18][cH:19][c:20]([N+:23](=[O:24])[O-:25])[cH:21][cH:22]2)[CH2:26][CH2:27][CH:28]([CH3:29])[CH3:30])[CH2:12]1.[Cl:57][C:58]([O:59][CH:60]([Cl:61])[CH3:62])=[O:63].[Cl:64][CH2:65][CH2:66][Cl:67]>>[NH:8]1[CH2:9][CH:10]([N:31]([CH2:32][CH2:33][NH:34][C:35]([CH:36]([NH:37][C:38](=[O:39])[O:40][CH3:41])[CH:42]([c:43]2[cH:44][cH:45][cH:46][cH:47][cH:48]2)[c:49]2[cH:50][cH:51][cH:52][cH:53][cH:54]2)=[O:55])[CH3:56])[CH:11]([N:13]([S:14](=[O:15])(=[O:16])[c:17]2[cH:18][cH:19][c:20]([N+:23](=[O:24])[O-:25])[cH:21][cH:22]2)[CH2:26][CH2:27][CH:28]([CH3:29])[CH3:30])[CH2:12]1.